Dataset: the Open Reaction Database (ORD), a public repository of structured organic reaction records. Task: describe an organic reaction: reactants, conditions, products, and yield The reactants are CCCCCCCCCCCCN, CCCCO, Clc1ccnc(Cl)n1, O. Product: CCCCCCCCCCCCNc1ccnc(Cl)n1. RXN SMILES: [CH2:14]([CH2:15][CH2:16][CH2:17][CH2:18][CH2:19][CH2:20][CH2:21][CH2:22][CH2:23][CH2:24][CH3:25])[NH2:26].[CH2:9]([OH:10])[CH2:11][CH2:12][CH3:13].[Cl:1][c:2]1[n:3][cH:4][cH:5][c:6]([Cl:8])[n:7]1.[OH2:27]>>[Cl:1][c:2]1[n:3][cH:4][cH:5][c:6]([NH:26][CH2:14][CH2:15][CH2:16][CH2:17][CH2:18][CH2:19][CH2:20][CH2:21][CH2:22][CH2:23][CH2:24][CH3:25])[n:7]1. The reactants are [H-].[Na+] (sodium hydride), BrC(C)C (2-bromopropane), 22, ClC1=C(C=CC(=C1)Cl)CC(=O)OC (methyl 2,4-dichlorobenzeneacetate). Run in CN(C=O)C (N,N-dimethylformamide). Yields the product 24.5, ClC1=C(C=CC(=C1)Cl)C(C(=O)OC)C(C)C (methyl 2,4-dichloro-α-(1-methylethyl)benzeneacetate). Yield: 94.0%. Reaction SMILES: [Cl:1][C:2]1[CH:7]=[C:6]([Cl:8])[CH:5]=[CH:4][C:3]=1[CH2:9][C:10]([O:12][CH3:13])=[O:11].[H-].[Na+].Br[CH:17]([CH3:19])[CH3:18]>CN(C)C=O>[Cl:1][C:2]1[CH:7]=[C:6]([Cl:8])[CH:5]=[CH:4][C:3]=1[CH:9]([CH:17]([CH3:19])[CH3:18])[C:10]([O:12][CH3:13])=[O:11] |f:1.2|. Procedure: To a stirred mixture of 22 parts of methyl 2,4-dichlorobenzeneacetate and 135 parts of N,N-dimethylformamide are added 3.1 parts of a sodium hydride dispersion 78% while nitrogen gas is introduced. After stirring till foaming has ceased, there are added 15 parts of 2-bromopropane and the whole is stirred for 3 hours at room temperature. The reaction mixture is poured onto water and the product is extracted twice with 2,2'-oxybispropane. The combined extracts are washed with water, dried, filtere... The reactants are C(C)(C)N=C=NC(C)C (1,3-diisopropylcarbodiimide), CC[C@@]1(C2=C(COC1=O)C(=O)N3CC=4C=C5C=CC=CC5=NC4C3=C2)O (camptothecin), CC[C@@]1(C2=C(COC1=O)C(=O)N3CC=4C=C5C=CC=CC5=NC4C3=C2)O (CPT), CC(C)(C)OC(=O)NCC(=O)O (t-boc-glycine). Reagents/catalysts: CN(C1=CC=NC=C1)C (4-dimethylamino-pyridine). Run in CS(=O)C (DMSO), CS(=O)C (dimethyl sulfoxide), C(Cl)Cl (methylene chloride). The product is CC[C@@]1(C2=C(COC1=O)C(=O)N3CC=4C=C5C=CC=CC5=NC4C3=C2)O.NCC(=O)[O-] (CPT glycinate). Reaction SMILES: CC(OC([NH:8][CH2:9][C:10]([OH:12])=[O:11])=O)(C)C.C(N=C=NC(C)C)(C)C.[CH3:22][CH2:23][C@@:24]1([OH:47])[C:29](=[O:30])[O:28][CH2:27][C:26]2[C:31]([N:33]3[C:45](=[CH:46][C:25]1=2)[C:44]1[N:43]=[C:42]2[C:37]([CH:38]=[CH:39][CH:40]=[CH:41]2)=[CH:36][C:35]=1[CH2:34]3)=[O:32]>C(Cl)Cl.CN(C)C1C=CN=CC=1.CS(C)=O>[CH3:22][CH2:23][C@@:24]1([OH:47])[C:29](=[O:30])[O:28][CH2:27][C:26]2[C:31]([N:33]3[C:45](=[CH:46][C:25]1=2)[C:44]1[N:43]=[C:42]2[C:37]([CH:38]=[CH:39][CH:40]=[CH:41]2)=[CH:36][C:35]=1[CH2:34]3)=[O:32].[NH2:8][CH2:9][C:10]([O-:12])=[O:11] |f:6.7|. Reported procedure: All chemicals, unless otherwise indicated, were purchased from Sigma Chemical Co. (St. Louis, Mo.) or Fisher Scientific (Houston, Tex.) and used as received. t-boc-glycine (0.31 g, 1.71 mmol; Bachem, Bioscience Inc., King of Prussia, Pa.) was dissolved in 20 mL of anhydrous methylene chloride at room temperature. To this solution was added 1,3-diisopropylcarbodiimide (DIPC, 267.7 mL, 1.71 mmol), 4-dimethylamino-pyridine (DMAP, 0.14 g, 1.14 mmol) and camptothecin (CPT, 0.20149 g, 0.57 mmol) at 0°... Reactants: [Na+].[Cl-] (NaCl), C1(=CC=CC=C1)N1N=NC(=C1)C=O (1-phenyl-1H-1,2,3-triazole-4-carbaldehyde), CNC1CCCC=2C=CC=NC12 (N-methyl-5,6,7,8-tetrahydroquinolin-8-amine), C(C)(=O)O[BH-](OC(C)=O)OC(C)=O.[Na+] (sodium triacetoxyborohydride). The reagents and catalysts are C(C)(=O)O (acetic acid). Solvent: ClCCCl (1,2-dichloroethane). Reaction conditions: time 16 hour. Yields the product CN(C1CCCC=2C=CC=NC12)CC=1N=NN(C1)C1=CC=CC=C1 (N-methyl-N-((1-phenyl-1H-1,2,3-triazol-4-yl)methyl)-5,6,7,8-tetrahydroquinolin-8-amine). As a reaction SMILES: [C:1]1([N:7]2[CH:11]=[C:10]([CH:12]=O)[N:9]=[N:8]2)[CH:6]=[CH:5][CH:4]=[CH:3][CH:2]=1.[CH3:14][NH:15][CH:16]1[C:25]2[N:24]=[CH:23][CH:22]=[CH:21][C:20]=2[CH2:19][CH2:18][CH2:17]1.C(O[BH-](OC(=O)C)OC(=O)C)(=O)C.[Na+].[Na+].[Cl-]>ClCCCl.C(O)(=O)C>[CH3:14][N:15]([CH2:12][C:10]1[N:9]=[N:8][N:7]([C:1]2[CH:6]=[CH:5][CH:4]=[CH:3][CH:2]=2)[CH:11]=1)[CH:16]1[C:25]2[N:24]=[CH:23][CH:22]=[CH:21][C:20]=2[CH2:19][CH2:18][CH2:17]1 |f:2.3,4.5|. Procedure: To a solution of 1-phenyl-1H-1,2,3-triazole-4-carbaldehyde, 9, (0.23 g, 1.35 mmol) in 1,2-dichloroethane (2 mL) was added N-methyl-5,6,7,8-tetrahydroquinolin-8-amine, 5, (0.20 g, 1.23 mmol), sodium triacetoxyborohydride (0.10 g, 1.60 mmol), and 3 drops of acetic acid. The reaction mixture was stirred for 16 h at room temperature. The reaction mixture was then poured into aqueous saturated NaCl (10 mL) and was extracted with ethyl acetate (10 mL). The organic phase was dried over MgSO4, filtered,... The reactants are CC1(OC2=C(C1)C=C(C=C2)OC2=CC=C(N)C=C2)C (4-(2,3-dihydro-2,2-dimethyl-5-benzofuranyloxy)aniline), CON(C(=O)Cl)C (N-methoxy-N-methylcarbamoyl chloride). Solvent: N1=CC=CC=C1 (pyridine). Run at time 1.5 hour. Product: CC1(OC2=C(C1)C=C(C=C2)OC2=CC=C(C=C2)NC(=O)N(C)OC)C (1-[4-(2,3-dihydro-2,2-dimethyl-5-benzofuranyloxy)phenyl]-3-methoxy-3-methylurea). Yield: 86.0%. As a reaction SMILES: [CH3:1][C:2]1([CH3:19])[CH2:6][C:5]2[CH:7]=[C:8]([O:11][C:12]3[CH:18]=[CH:17][C:15]([NH2:16])=[CH:14][CH:13]=3)[CH:9]=[CH:10][C:4]=2[O:3]1.[CH3:20][O:21][N:22]([CH3:26])[C:23](Cl)=[O:24]>N1C=CC=CC=1>[CH3:1][C:2]1([CH3:19])[CH2:6][C:5]2[CH:7]=[C:8]([O:11][C:12]3[CH:18]=[CH:17][C:15]([NH:16][C:23]([N:22]([O:21][CH3:20])[CH3:26])=[O:24])=[CH:14][CH:13]=3)[CH:9]=[CH:10][C:4]=2[O:3]1. Procedure: 6.5 g of 4-(2,3-dihydro-2,2-dimethyl-5-benzofuranyloxy)aniline was dissolved in 30 ml of pyridine, and 3.8 g of N-methoxy-N-methylcarbamoyl chloride was gradually dropwise added thereto over a period of 30 minutes under cooling with ice. Stirring was continued for 1.5 hours, and then pyridine was distilled off under reduced pressure. The residual oily substance was dissolved in 100 ml of toluene, and washed sequentially with water, a dilute hydrochloric acid aqueous solution and a saturated sodi... Starting materials: COC1=C(C=CC=2C=3N(C(=NC12)N)CCN3)OC[C@@H]3OC3 (7-Methoxy-8-[(2R)-oxiran-2-ylmethoxy]-2,3-dihydroimidazo[1,2-c]quinazolin-5-amine), COC1=C(C=CC=2C=3N(C(=NC12)N)CCN3)OC[C@@H]3OC3 (7-Methoxy-8-[(2R)-oxiran-2-ylmethoxy]-2,3-dihydroimidazo[1,2-c]quinazolin-5-amine), N1CCC1 (azetidine). Solvent: CN(C)C=O (DMF). Product: N1(CCC1)C[C@H](COC=1C=CC=2C=3N(C(=NC2C1OC)N)CCN3)O (N-(8-{[(2R)-3-(azetidin-1-yl)-2-hydroxypropyl]oxy}-7-methoxy-2,3-dihydroimidazo[1,2-c]quinazolin-5-yl)amine). Yield: 114.9%. As a reaction SMILES: [CH3:1][O:2][C:3]1[C:12]2[N:11]=[C:10]([NH2:13])[N:9]3[CH2:14][CH2:15][N:16]=[C:8]3[C:7]=2[CH:6]=[CH:5][C:4]=1[O:17][CH2:18][C@H:19]1[CH2:21][O:20]1.[NH:22]1[CH2:25][CH2:24][CH2:23]1>CN(C=O)C>[N:22]1([CH2:21][C@@H:19]([OH:20])[CH2:18][O:17][C:4]2[CH:5]=[CH:6][C:7]3[C:8]4[N:9]([CH2:14][CH2:15][N:16]=4)[C:10]([NH2:13])=[N:11][C:12]=3[C:3]=2[O:2][CH3:1])[CH2:25][CH2:24][CH2:23]1. Procedure details: A solution of 7-Methoxy-8-[(2R)-oxiran-2-ylmethoxy]-2,3-dihydroimidazo[1,2-c]quinazolin-5-amine (Intermediate F, 0.35 g, 1.21 mmol) and azetidine (0.82 mL, 12.1 mmol, 10 equiv.) in DMF (10 mL) was heated in a microwave reactor for 45 min. at 140° C. The resulting mixture was concentrated under reduced pressure and purified using MPLC to give N-(8-{[(2R)-3-(azetidin-1-yl)-2-hydroxypropyl]oxy}-7-methoxy-2,3-dihydroimidazo[1,2-c]quinazolin-5-yl)amine (0.48 g, 115%): HPLC ret. time 0.67 min.; mass s... The reactants are S(O)(O)(=O)=O (Sulfuric acid), O (water), FC1=C(C(C(=O)OC)=C(C(=C1F)F)F)C(=O)OC (dimethyl 3,4,5,6-tetrafluorophthalate). Solvent: C(C)(=O)O (acetic acid). The product is FC=1C(=C(C(=C(C1C(=O)O)C(=O)O)F)F)F (tetrafluorophthalic acid). The yield is 73.3%. RXN SMILES: S(=O)(=O)(O)O.O.[F:7][C:8]1[C:17]([F:18])=[C:16]([F:19])[C:15]([F:20])=[C:10]([C:11]([O:13]C)=[O:12])[C:9]=1[C:21]([O:23]C)=[O:22]>C(O)(=O)C>[F:7][C:8]1[C:17]([F:18])=[C:16]([F:19])[C:15]([F:20])=[C:10]([C:11]([OH:13])=[O:12])[C:9]=1[C:21]([OH:23])=[O:22]. Procedure details: Sulfuric acid (99%, 45 ml) was added cautiously to water (45 ml) and the resulting solution mixed with glacial acetic acid (450 ml). To this solution was added dimethyl 3,4,5,6-tetrafluorophthalate (90.0 g) and the resulting mixture heated at reflux for six hours. The solution was concentrated under reduced pressure to remove acetic acid and water. Fresh acetic acid (450 ml) and water (75 ml) were added to the residue and refluxing continued overnight (16 hours). The solution was concentrated ag...